This data is from the Open Reaction Database (ORD), a public repository of structured organic reaction records. The task is: describe an organic reaction: reactants, conditions, products, and yield Reactants: CCC(=O)O, Cl, O=S(=O)(Cl)c1cccc(F)c1, Nc1ccc2[nH]c(=O)c3[nH]ccc3c2c1. Product: CCC(=O)O, O=c1[nH]c2ccc(NS(=O)(=O)c3cccc(F)c3)cc2c2cc[nH]c12. As a reaction SMILES: [CH2:2]([CH3:3])[C:4](=[O:5])[OH:6].[ClH:1].[F:22][c:23]1[cH:24][c:25]([S:29](=[O:30])(=[O:31])[Cl:32])[cH:26][cH:27][cH:28]1.[NH2:7][c:8]1[cH:9][c:10]2[c:11]3[c:12]([c:13](=[O:18])[nH:14][c:15]2[cH:16][cH:17]1)[nH:19][cH:20][cH:21]3>>[CH2:2]([CH3:3])[C:4](=[O:5])[OH:6].[NH:7]([c:8]1[cH:9][c:10]2[c:11]3[c:12]([c:13](=[O:18])[nH:14][c:15]2[cH:16][cH:17]1)[nH:19][cH:20][cH:21]3)[S:29]([c:25]1[cH:24][c:23]([F:22])[cH:28][cH:27][cH:26]1)(=[O:30])=[O:31]. Run at time 2 hour. The product is BrC=1C=C(C=NC1)[C@@H](C)NC(C)=O (N-[(R)-1-(5-bromo-pyridin-3-yl)-ethyl]-acetamide). Solvent: C(Cl)Cl (DCM), C(Cl)Cl (DCM), C(Cl)Cl (DCM). Procedure details: To a vial is added (1R)-1-(5-bromo(3-pyridyl))ethylamine HCl (500 mg, 2.1 mmol) in 2.5 ml of DCM, followed by the addition of N,N-diisopropylethylamine (816 mg, 2.52 mmol). Then acetyl chloride 1M in DCM solution (2.5 ml, 2.5 mmol) is added at 0° C. The reaction mixture is stirred at room temperature for 2 hours. The reaction mixture is diluted with DCM, washed with water, brine, dried over anhydrous Na2SO4, filtered and concentrated to give the crude product. Purification by the flash column ch... Reactants: C(C)(=O)Cl (acetyl chloride), C(C)(C)N(C(C)C)CC (N,N-diisopropylethylamine), Cl.BrC=1C=C(C=NC1)[C@@H](C)N ((1R)-1-(5-bromo(3-pyridyl))ethylamine HCl). As a reaction SMILES: Cl.[Br:2][C:3]1[CH:4]=[C:5]([C@H:9]([NH2:11])[CH3:10])[CH:6]=[N:7][CH:8]=1.C(N(CC)C(C)C)(C)C.[C:21](Cl)(=[O:23])[CH3:22]>C(Cl)Cl>[Br:2][C:3]1[CH:4]=[C:5]([C@H:9]([NH:11][C:21](=[O:23])[CH3:22])[CH3:10])[CH:6]=[N:7][CH:8]=1 |f:0.1|. The reactants are FC1=CC=C(C(=O)C2(CC2)C#N)C=C1 ((4-fluoro)-1-benzoyl-1-cyanocyclopropane), ice water, [I-].C[S+](=O)(C)C (trimethylsulphoxonium iodide), [H-].[Na+] (sodium hydride), [H][H] (hydrogen), N1N=CN=C1 (1,2,4-triazole), 1,2,4-triazole Na. Reaction SMILES: [I-].[CH3:2][S+](C)(C)=O.[H-].[Na+].[H][H].[F:11][C:12]1[CH:24]=[CH:23][C:15]([C:16]([C:18]2([C:21]#[N:22])[CH2:20][CH2:19]2)=[O:17])=[CH:14][CH:13]=1.[NH:25]1[CH:29]=[N:28][CH:27]=[N:26]1>CS(C)=O>[C:21]([C:18]1([C:16]([C:15]2[CH:14]=[CH:13][C:12]([F:11])=[CH:24][CH:23]=2)([OH:17])[CH2:2][N:25]2[CH:29]=[N:28][CH:27]=[N:26]2)[CH2:20][CH2:19]1)#[N:22] |f:0.1,2.3|. Yields the product C(#N)C1(CC1)C(CN1N=CN=C1)(O)C1=CC=C(C=C1)F (1-(1-cyanocyclopropyl)-1-(4-fluorophenyl)-2-(1,2,4-triazol-1-yl)ethanol). The solvent is CS(=O)C (DMSO), CS(=O)C (DMSO), CS(=O)C (DMSO). Procedure: 2.42 g (11 mmol) of trimethylsulphoxonium iodide (EGA) are added in portions at 20° C. to a suspension of 0.33 g (11 mmol) of sodium hydride (80% in oil) in 20 ml of DMSO p.a. The mixture is stirred until evolution of hydrogen has ended and 2 g (10mmol) of (4-fluoro)-1-benzoyl-1-cyanocyclopropane, dissolved in 5 ml of abs. DMSO, are rapidly added dropwise. The mixture is stirred for 1 h at RT and for 1 h at 40° C., then 1.04 g (15 mmol) of 1,2,4-triazole (sublimed) and 0.46 g (5 mmol) of 1,2,4-t... Conditions: temperature 40 celsius, time 1 hour. Reactants: C(C)OC(=O)C1=C(N(C2=CC=C(C=C12)O)C1=CC=C(C=C1)C1CCNCC1)CC(=O)OCC (2-Ethoxycarbonylmethyl-5-hydroxy-1-(4-piperidin-4-ylphenyl)indole-3-carboxylic acid ethyl ester), FC(C1=CC=C(C=C1)B(O)O)(F)F (4-trifluoromethylphenylboronic acid). Yields the product C(C)OC(=O)C1=C(N(C2=CC=C(C=C12)OC1=CC=C(C=C1)C(F)(F)F)C1=CC=C(C=C1)C1CCNCC1)CC(=O)OCC (2-Ethoxycarbonylmethyl-1-(4-piperidin-4-ylphenyl)-5-(4-trifluoromethylphenoxy)indole-3-carboxylic acid ethyl ester). As a reaction SMILES: [CH2:1]([O:3][C:4]([C:6]1[C:14]2[C:9](=[CH:10][CH:11]=[C:12]([OH:15])[CH:13]=2)[N:8]([C:16]2[CH:21]=[CH:20][C:19]([CH:22]3[CH2:27][CH2:26][NH:25][CH2:24][CH2:23]3)=[CH:18][CH:17]=2)[C:7]=1[CH2:28][C:29]([O:31][CH2:32][CH3:33])=[O:30])=[O:5])[CH3:2].[F:34][C:35]([F:46])([F:45])[C:36]1[CH:41]=[CH:40][C:39](B(O)O)=[CH:38][CH:37]=1>>[CH2:1]([O:3][C:4]([C:6]1[C:14]2[C:9](=[CH:10][CH:11]=[C:12]([O:15][C:39]3[CH:40]=[CH:41][C:36]([C:35]([F:46])([F:45])[F:34])=[CH:37][CH:38]=3)[CH:13]=2)[N:8]([C:16]2[CH:21]=[CH:20][C:19]([CH:22]3[CH2:27][CH2:26][NH:25][CH2:24][CH2:23]3)=[CH:18][CH:17]=2)[C:7]=1[CH2:28][C:29]([O:31][CH2:32][CH3:33])=[O:30])=[O:5])[CH3:2]. Procedure details: The sub-title compound was prepared in accordance with step (c) Example 1 from 2-ethoxycarbonylmethyl-5-hydroxy-1-(4-piperidin-4-ylphenyl)indole-3-carboxylic acid ethyl ester (203 mg, 0.45 mmol, see step (b) Example 17) and 4-trifluoromethylphenylboronic acid. Yield 160 mg (60%). Reactants: NC1=C(C=2CCCCC2C=C1)C(=O)O (2-amino-5,6,7,8-tetrahydro-1-naphthoic acid), C[Si](C)(C)Cl (trimethylsilyl chloride), N1=CC=CC=C1 (pyridine), FC1=CC=C(C=C1)S(=O)(=O)Cl (4-fluorobenzenesulfonyl chloride). The solvent is ClCCl (dichloromethane), ClCCl (dichloromethane), CC(=O)N(C)C (dimethylacetamide). Reaction conditions: time 4 hour. Product: FC1=CC=C(C=C1)S(=O)(=O)NC1=C(C=2CCCCC2C=C1)C(=O)O (2-{[(4-fluorophenyl)sulfonyl]amino}-5,6,7,8-tetrahydro-1-naphthalenecarboxylic acid). Reaction SMILES: [NH2:1][C:2]1[CH:11]=[CH:10][C:9]2[CH2:8][CH2:7][CH2:6][CH2:5][C:4]=2[C:3]=1[C:12]([OH:14])=[O:13].C[Si](Cl)(C)C.N1C=CC=CC=1.[F:26][C:27]1[CH:32]=[CH:31][C:30]([S:33](Cl)(=[O:35])=[O:34])=[CH:29][CH:28]=1>ClCCl.CC(N(C)C)=O>[F:26][C:27]1[CH:32]=[CH:31][C:30]([S:33]([NH:1][C:2]2[CH:11]=[CH:10][C:9]3[CH2:8][CH2:7][CH2:6][CH2:5][C:4]=3[C:3]=2[C:12]([OH:14])=[O:13])(=[O:35])=[O:34])=[CH:29][CH:28]=1. Procedure details: A mixture of Example 128C (0.033 g, 0.200 mmol) in dichloromethane (1 mL) was treated with 1M trimethylsilyl chloride in dichloromethane (440 μL, 0.044 mmol) and pyridine (56.6 μL, 0.70 mmol), shaken for 4 hours at ambient temperature, treated with a solution of 4-fluorobenzenesulfonyl chloride (0.042 g, 0.24 mmol) in dimethylacetamide (1 mL), shaken for 16 hours at ambient temperature, and concentrated. The concentrate was acidified to pH 1.0 with 5% aqueous HCl and extracted with dichlorometha... Reactants: C(CCCCCCCCC)C(O)(CCCCCCCCCCCCCC)CCCCCCCCCC (di-n-decyl-n-tetradecylcarbinol), [Cl-].[Ca+2].[Cl-] (calcium chloride), Cl (HCl). Run in C(Cl)Cl (methylene chloride). The product is C(CCCCCCCCC)C(CCCCCCCCCCCCCC)(CCCCCCCCCC)Cl (di-n-decyl-n-tetradecyl-methylchloride). RXN SMILES: [CH2:1]([C:11]([CH2:27][CH2:28][CH2:29][CH2:30][CH2:31][CH2:32][CH2:33][CH2:34][CH2:35][CH3:36])([CH2:13][CH2:14][CH2:15][CH2:16][CH2:17][CH2:18][CH2:19][CH2:20][CH2:21][CH2:22][CH2:23][CH2:24][CH2:25][CH3:26])O)[CH2:2][CH2:3][CH2:4][CH2:5][CH2:6][CH2:7][CH2:8][CH2:9][CH3:10].[Cl-:37].[Ca+2].[Cl-].Cl>C(Cl)Cl>[CH2:1]([C:11]([Cl:37])([CH2:27][CH2:28][CH2:29][CH2:30][CH2:31][CH2:32][CH2:33][CH2:34][CH2:35][CH3:36])[CH2:13][CH2:14][CH2:15][CH2:16][CH2:17][CH2:18][CH2:19][CH2:20][CH2:21][CH2:22][CH2:23][CH2:24][CH2:25][CH3:26])[CH2:2][CH2:3][CH2:4][CH2:5][CH2:6][CH2:7][CH2:8][CH2:9][CH3:10] |f:1.2.3|. Reported procedure: One mole of di-n-decyl-n-tetradecylcarbinol is added to 0.2 liters of methylene chloride and 0.32 moles calcium chloride. Approximately 1.5 moles of HCl gas is slowly bubbled through the solution. The product mixture is then washed with 1 liter of a 10% sodium carbonate solution. The organic layer is dried with magnesium sulfate and the methylene chloride is evaporated off to give di-n-decyl-n-tetradecyl-methylchloride. Starting materials: CC(C)=O, O=Cc1cc(C(F)(F)F)cc(Cl)c1F, ClCCl, Cl, [K+], O=[Mn](=O)(=O)[O-], O. Product: O=C(O)c1cc(C(F)(F)F)cc(Cl)c1F. As a reaction SMILES: [CH3:25][C:26](=[O:27])[CH3:28].[Cl:1][c:2]1[c:3]([F:14])[c:4]([CH:5]=[O:6])[cH:7][c:8]([C:10]([F:11])([F:12])[F:13])[cH:9]1.[Cl:22][CH2:23][Cl:24].[ClH:21].[K+:20].[Mn:15](=[O:16])([O-:17])(=[O:18])=[O:19].[OH2:29]>>[Cl:1][c:2]1[c:3]([F:14])[c:4]([C:5](=[O:6])[OH:16])[cH:7][c:8]([C:10]([F:11])([F:12])[F:13])[cH:9]1.